Dataset: the Open Reaction Database (ORD), a public repository of structured organic reaction records. Task: describe an organic reaction: reactants, conditions, products, and yield The reactants are CNCCc1ccncc1, O=C1CCCc2c(S(=O)(=O)Cl)csc21. Yields the product CN(CCc1ccncc1)S(=O)(=O)c1csc2c1CCCC2=O. RXN SMILES: [CH3:1][NH:2][CH2:3][CH2:4][c:5]1[cH:6][cH:7][n:8][cH:9][cH:10]1.[O:11]=[C:12]1[CH2:13][CH2:14][CH2:15][c:16]2[c:17]1[s:18][cH:19][c:20]2[S:21](=[O:22])(=[O:23])[Cl:24]>>[CH3:1][N:2]([CH2:3][CH2:4][c:5]1[cH:6][cH:7][n:8][cH:9][cH:10]1)[S:21]([c:20]1[c:16]2[c:17]([s:18][cH:19]1)[C:12](=[O:11])[CH2:13][CH2:14][CH2:15]2)(=[O:22])=[O:23].